Dataset: the Open Reaction Database (ORD), a public repository of structured organic reaction records. Task: describe an organic reaction: reactants, conditions, products, and yield Reactants: CC1=C(N=C(O1)C1=CC=CC=C1)CCOC1=CC=C(C=C1)CCCC=C1C(NC(O1)=O)=O (5-[4-[4-[2-(5-methyl-2-phenyl-4-oxazolyl)ethoxy]phenyl]butylidene]-2,4-oxazolidinedione). The reagents and catalysts are [C].[Pd] (palladium-carbon). Run in O1CCCC1 (tetrahydrofuran). Yields the product CC1=C(N=C(O1)C1=CC=CC=C1)CCOC1=CC=C(C=C1)CCCCC1C(NC(O1)=O)=O (5-[4-[4-[2-(5-methyl-2-phenyl-4-oxazolyl)ethoxy]phenyl]butyl]-2,4-oxazolidinedione). Yield: 65.5%. RXN SMILES: [CH3:1][C:2]1[O:6][C:5]([C:7]2[CH:12]=[CH:11][CH:10]=[CH:9][CH:8]=2)=[N:4][C:3]=1[CH2:13][CH2:14][O:15][C:16]1[CH:21]=[CH:20][C:19]([CH2:22][CH2:23][CH2:24][CH:25]=[C:26]2[O:30][C:29](=[O:31])[NH:28][C:27]2=[O:32])=[CH:18][CH:17]=1>[C].[Pd].O1CCCC1>[CH3:1][C:2]1[O:6][C:5]([C:7]2[CH:8]=[CH:9][CH:10]=[CH:11][CH:12]=2)=[N:4][C:3]=1[CH2:13][CH2:14][O:15][C:16]1[CH:21]=[CH:20][C:19]([CH2:22][CH2:23][CH2:24][CH2:25][CH:26]2[O:30][C:29](=[O:31])[NH:28][C:27]2=[O:32])=[CH:18][CH:17]=1 |f:1.2|. Procedure: A mixture of 5-[4-[4-[2-(5-methyl-2-phenyl-4-oxazolyl)ethoxy]phenyl]butylidene]-2,4-oxazolidinedione (0.38 g), palladium-carbon (10%, 0.2 g) and tetrahydrofuran (40 ml) was subjected to catalytic hydrogenation at room temperature and 3 atom. The catalyst was filtered off, and the filtrate was concentrated under reduced pressure. The concentrate was purified by means of a silica gel column chromatography. From the fractions eluted with chloroform-methanol (100:3) was obtained 5-[4-[4-[2-(5-methyl... The reactants are C(C)(=O)OC(C)=O (acetic anhydride), C1(=CC=CC=C1)P(C1=CC=CC=C1)C1=CC=CC=C1 (triphenylphosphine), O[C@H](C[C@H](OC1=CC=C(C=C1)C1=CC=C(C#N)C=C1)C)C ((R,S)-4-[4'-(3"-hydroxy-1"-methylbutoxy)phenyl]benzonitrile), N(=NC(=O)OCC)C(=O)OCC (diethyl azodicarboxylate). The solvent is C(C)OCC (ethyl ether). Product: C(C)(=O)O[C@H](C[C@@H](OC1=CC=C(C=C1)C1=CC=C(C#N)C=C1)C)C ((S,S)-4-[4'-(3"-ACETOXY-1"-METHYLBUTOXY)PHENYL]BENZONITRILE). The yield is 47.4%. As a reaction SMILES: [OH:1][C@@H:2]([CH3:21])[CH2:3][C@@H:4]([CH3:20])[O:5][C:6]1[CH:11]=[CH:10][C:9]([C:12]2[CH:19]=[CH:18][C:15]([C:16]#[N:17])=[CH:14][CH:13]=2)=[CH:8][CH:7]=1.[C:22](OC(=O)C)(=[O:24])[CH3:23].C1(P(C2C=CC=CC=2)C2C=CC=CC=2)C=CC=CC=1.N(C(OCC)=O)=NC(OCC)=O>C(OCC)C>[C:22]([O:1][C@@H:2]([CH3:21])[CH2:3][C@H:4]([CH3:20])[O:5][C:6]1[CH:11]=[CH:10][C:9]([C:12]2[CH:19]=[CH:18][C:15]([C:16]#[N:17])=[CH:14][CH:13]=2)=[CH:8][CH:7]=1)(=[O:24])[CH3:23]. Reported procedure: 0.50 g of the (R,S)-4-[4'-(3"-hydroxy-1"-methylbutoxy)phenyl]benzonitrile obtained in the above Example 1 was mixed with 0.12 g of acetic anhydride, 0.51 g of triphenylphosphine and 5 ml of ethyl ether. To the obtained mixture, was added dropwise 0.34 g of diethyl azodicarboxylate under stirring. The obtained mixture was stirred at room temperature for three hours. The triphenylphosphine oxide thus precipitated was filtered and desolvated to thereby give a crude product which was purified by sil... Reactants: C1CCOC1, CCOC(=O)CNC(=O)c1cccc(O)c1, CO, [Li+], [OH-]. Yields the product O=C(O)CNC(=O)c1cccc(O)c1. RXN SMILES: [CH2:19]1[O:20][CH2:21][CH2:22][CH2:23]1.[CH2:3]([CH3:4])[O:5][C:6]([CH2:7][NH:8][C:9]([c:10]1[cH:11][c:12]([OH:16])[cH:13][cH:14][cH:15]1)=[O:17])=[O:18].[CH3:24][OH:25].[Li+:2].[OH-:1]>>[O:5]=[C:6]([CH2:7][NH:8][C:9]([c:10]1[cH:11][c:12]([OH:16])[cH:13][cH:14][cH:15]1)=[O:17])[OH:18]. Starting materials: c1ccc(COc2cccc3cc[nH]c23)cc1, COC(CCOc1ccc(CCOS(C)(=O)=O)cc1)OC, CN(C)C=O, [H-], [I-], [Na+], [Na+], O. Yields the product COC(CCOc1ccc(CCn2ccc3cccc(OCc4ccccc4)c32)cc1)OC. RXN SMILES: [CH2:1]([c:2]1[cH:3][cH:4][cH:5][cH:6][cH:7]1)[O:8][c:9]1[cH:10][cH:11][cH:12][c:13]2[cH:14][cH:15][nH:16][c:17]12.[CH3:20][O:21][CH:22]([CH2:23][CH2:24][O:25][c:26]1[cH:27][cH:28][c:29]([CH2:32][CH2:33][O:34][S:35]([CH3:36])(=[O:37])=[O:38])[cH:30][cH:31]1)[O:39][CH3:40].[CH3:43][N:44]([CH3:45])[CH:46]=[O:47].[H-:18].[I-:42].[Na+:19].[Na+:41].[OH2:48]>>[CH2:1]([c:2]1[cH:3][cH:4][cH:5][cH:6][cH:7]1)[O:8][c:9]1[cH:10][cH:11][cH:12][c:13]2[cH:14][cH:15][n:16]([CH2:33][CH2:32][c:29]3[cH:28][cH:27][c:26]([O:25][CH2:24][CH2:23][CH:22]([O:21][CH3:20])[O:39][CH3:40])[cH:31][cH:30]3)[c:17]12. Starting materials: COc1ccc(CNC(=O)C(C)C(=O)O)cc1, CN1C(=O)C(N)c2ccccc2-c2ccccc21. The product is COc1ccc(CNC(=O)C(C)C(=O)NC2C(=O)N(C)c3ccccc3-c3ccccc32)cc1. RXN SMILES: [CH3:19][O:20][c:21]1[cH:22][cH:23][c:24]([CH2:25][NH:26][C:27]([CH:28]([C:29](=[O:30])[OH:31])[CH3:32])=[O:33])[cH:34][cH:35]1.[NH2:1][CH:2]1[c:3]2[c:4]([cH:15][cH:16][cH:17][cH:18]2)-[c:5]2[c:6]([cH:11][cH:12][cH:13][cH:14]2)[N:7]([CH3:10])[C:8]1=[O:9]>>[NH:1]([CH:2]1[c:3]2[c:4]([cH:15][cH:16][cH:17][cH:18]2)-[c:5]2[c:6]([cH:11][cH:12][cH:13][cH:14]2)[N:7]([CH3:10])[C:8]1=[O:9])[C:29]([CH:28]([C:27]([NH:26][CH2:25][c:24]1[cH:23][cH:22][c:21]([O:20][CH3:19])[cH:35][cH:34]1)=[O:33])[CH3:32])=[O:30]. Reactants: C(C)(=O)OC1=CC=C(C=C1)C(=O)OC(CCC)C (4-acetoxy-l-(1-methylbutyloxycarbonyl)benzene), C(C1=CC=CC=C1)N (benzylamine). The solvent is C(C)O (ethanol), C(Cl)(Cl)Cl (chloroform). Run at time 4 hour. Product: OC1=CC=C(C=C1)C(=O)OC(CCC)C (4-hydroxy-1-(1-methylbutyloxycarbonyl)benzene). The yield is 96.1%. As a reaction SMILES: C([O:4][C:5]1[CH:10]=[CH:9][C:8]([C:11]([O:13][CH:14]([CH3:18])[CH2:15][CH2:16][CH3:17])=[O:12])=[CH:7][CH:6]=1)(=O)C.C(N)C1C=CC=CC=1>C(O)C.C(Cl)(Cl)Cl>[OH:4][C:5]1[CH:6]=[CH:7][C:8]([C:11]([O:13][CH:14]([CH3:18])[CH2:15][CH2:16][CH3:17])=[O:12])=[CH:9][CH:10]=1. Procedure details: Two grams of the crude compound (2) was dissolved in 50 ml of ethanol and 4 g of benzylamine was added dropwise. The mixture was stirred at room temperature for 4 hours, then diluted with 500 ml of chloroform, washed with dilute hydrochloric acid and water in this order, and dried with magnesium sulfate. After the solvent was evaporated, the residue was subjected to isolation and purification by silica gel column chromatography to obtain 1.6 g of a final compound. Starting materials: ClC1=NC=CC(=N1)Cl (2,4-Dichloropyrimidine), C(=O)(OC(C)(C)C)N1CCNCC1 (1-Boc-piperazine), C(=O)(O)[O-].[Na+] (NaHCO3). The solvent is CCO (EtOH). Yields the product ClC1=NC(=NC=C1)N1CCN(CC1)C(=O)OC(C)(C)C (tert-butyl 4-(4-chloropyrimidin-2-yl)piperazine-1-carboxylate). Yield: 34.9%. As a reaction SMILES: Cl[C:2]1[N:7]=[C:6]([Cl:8])[CH:5]=[CH:4][N:3]=1.[C:9]([N:16]1[CH2:21][CH2:20][NH:19][CH2:18][CH2:17]1)([O:11][C:12]([CH3:15])([CH3:14])[CH3:13])=[O:10].C([O-])(O)=O.[Na+]>CCO>[Cl:8][C:6]1[CH:5]=[CH:4][N:3]=[C:2]([N:19]2[CH2:18][CH2:17][N:16]([C:9]([O:11][C:12]([CH3:15])([CH3:14])[CH3:13])=[O:10])[CH2:21][CH2:20]2)[N:7]=1 |f:2.3|. Reported procedure: 2,4-Dichloropyrimidine (5.0 g, 33.56 mmol) and 1-Boc-piperazine (6.25 g, 33.56 mmol) were dissolved in EtOH (40 mL). NaHCO3 (5.07 g, 60.41 mmol) was added and the reaction mixture was heated to reflux for 1.5 h, cooled to room temperature, and concentrated under reduced pressure. The mixture was diluted with CH2Cl2 and the organic layer was washed with brine, dried over anhydrous sodium sulfate, and concentrated under reduced pressure. The crude product was purified by column chromatography (sil...